This data is from the Open Reaction Database (ORD), a public repository of structured organic reaction records. The task is: describe an organic reaction: reactants, conditions, products, and yield Starting materials: CCCCc1noc(C)c1COc1ccc(C(=O)OCC)nn1, C1CCOC1, Cl, [Li+], [OH-], O, O. The product is CCCCc1noc(C)c1COc1ccc(C(=O)O)nn1. RXN SMILES: [CH2:1]([CH3:2])[O:3][C:4](=[O:5])[c:6]1[n:7][n:8][c:9]([O:12][CH2:13][c:14]2[c:15]([CH2:20][CH2:21][CH2:22][CH3:23])[n:16][o:17][c:18]2[CH3:19])[cH:10][cH:11]1.[CH2:28]1[O:29][CH2:30][CH2:31][CH2:32]1.[ClH:27].[Li+:26].[OH-:25].[OH2:24].[OH2:33]>>[O:3]=[C:4]([OH:5])[c:6]1[n:7][n:8][c:9]([O:12][CH2:13][c:14]2[c:15]([CH2:20][CH2:21][CH2:22][CH3:23])[n:16][o:17][c:18]2[CH3:19])[cH:10][cH:11]1. Starting materials: C1(CC1)CCNC(=O)C=1N=NC(=CC1)Cl (6-chloropyridazine-3-carboxylic acid (2-cyclopropylethyl)amide), C12CNCC2C1N(CC1=CC=CC=C1)CC1=CC=CC=C1 ((3-aza-bicyclo[3.1.0]hex-6-yl)dibenzyl-amine), N12CCCCCC2=NCCC1 (1,8-diazabicyclo-[5.4.0]undec-7-ene). Reagents/catalysts: [Br-].C(CCC)[N+](CCCC)(CCCC)CCCC (tetrabutyl ammonium bromide). Run in O1CCOCC1 (1,4-dioxane). Yields the product C1(CC1)CCNC(=O)C=1N=NC(=CC1)N1CC2C(C2C1)N (6-(6-AMINO-3-AZABICYCLO[3.1.0]HEX-3-YL)PYRIDAZINE-3-CARBOXYLIC ACID (2-CYCLOPROPYLETHYL)AMIDE), C1(CC1)CCNC(=O)C=1N=NC(=CC1)N1CC2C(C2C1)N(CC1=CC=CC=C1)CC1=CC=CC=C1 (6-(6-dibenzylamino-3-azabicyclo[3.1.0]hex-3-yl)pyridazine-3-carboxylic acid (2-cyclopropylethyl)amide). RXN SMILES: [CH:1]1([CH2:4][CH2:5][NH:6][C:7]([C:9]2[N:10]=[N:11][C:12](Cl)=[CH:13][CH:14]=2)=[O:8])[CH2:3][CH2:2]1.[CH:16]12[CH:21]([N:22]([CH2:30][C:31]3[CH:36]=[CH:35][CH:34]=[CH:33][CH:32]=3)[CH2:23][C:24]3[CH:29]=[CH:28][CH:27]=[CH:26][CH:25]=3)[CH:20]1[CH2:19][NH:18][CH2:17]2.N12CCCN=C1CCCCC2>O1CCOCC1.[Br-].C([N+](CCCC)(CCCC)CCCC)CCC>[CH:1]1([CH2:4][CH2:5][NH:6][C:7]([C:9]2[N:10]=[N:11][C:12]([N:18]3[CH2:19][CH:20]4[CH:16]([CH:21]4[NH2:22])[CH2:17]3)=[CH:13][CH:14]=2)=[O:8])[CH2:3][CH2:2]1.[CH:1]1([CH2:4][CH2:5][NH:6][C:7]([C:9]2[N:10]=[N:11][C:12]([N:18]3[CH2:17][CH:16]4[CH:20]([CH:21]4[N:22]([CH2:23][C:24]4[CH:29]=[CH:28][CH:27]=[CH:26][CH:25]=4)[CH2:30][C:31]4[CH:36]=[CH:35][CH:34]=[CH:33][CH:32]=4)[CH2:19]3)=[CH:13][CH:14]=2)=[O:8])[CH2:3][CH2:2]1 |f:4.5|. Procedure details: To a stirred solution of 6-chloropyridazine-3-carboxylic acid (2-cyclopropylethyl)amide (0.225 g, 1.00 mmol) in 1,4-dioxane (10 mL) was added (3-aza-bicyclo[3.1.0]hex-6-yl)dibenzyl-amine (0.440 g, 1.200 mmol), 1,8-diazabicyclo-[5.4.0]undec-7-ene (0.5 mL, 3.00 mmol) and tetrabutyl ammonium bromide (0.032 g, 0.10 mmol). The resulting mixture was stirred at reflux for 18 hours. 1,4-Dioxane was removed in vacuo and the obtained crude product was purified by column chromatography to yield the desired... Starting materials: COCCC1=NC(=CC=C1)COC(C1=CC=CC=C1)(C1=CC=CC=C1)C1=CC=CC=C1 (2-(2-methoxyethyl)-6-(triphenylmethoxy)methylpyridine), O1CCOCC1 (dioxan). The solvent is Cl (HCl), Cl (HCl). The product is COCCC1=CC=CC(=N1)CO (6-(2-methoxyethyl)pyridine-2-methanol). RXN SMILES: [CH3:1][O:2][CH2:3][CH2:4][C:5]1[CH:10]=[CH:9][CH:8]=[C:7]([CH2:11][O:12]C(C2C=CC=CC=2)(C2C=CC=CC=2)C2C=CC=CC=2)[N:6]=1.O1CCOCC1>Cl>[CH3:1][O:2][CH2:3][CH2:4][C:5]1[N:6]=[C:7]([CH2:11][OH:12])[CH:8]=[CH:9][CH:10]=1. Procedure: A solution of 2-(2-methoxyethyl)-6-(triphenylmethoxy)methylpyridine (1.08 g, 2.64 mmol) in 4-M HCl in dioxan (10 mL, 40.0 mmol) was stirred for 4 h and concentrated in vacuo. The residue was partitioned between dichloromethane (15 mL) and saturated NaHCO3 solution (15 mL), the aqueous phase was extracted with dichloromethane (10 mL) and the combined organic phase was dried (MgSO4) and concentrated in vacuo to give 6-(2-methoxyethyl)pyridine-2-methanol. A solution of this product in dichlorometha... Starting materials: NC(=O)N (urea), C(C)(C)(C)OC(=O)N1CCN(CC1)S(=O)(=O)C=1C(=C(N)C=CC1Cl)O (3-[4-(tert-butoxycarbonyl)piperazin-1-yl]sulfonyl-4-chloro-2-hydroxyaniline), BrC1=C(C=CC=C1)N=C=O (2-bromophenylisocyanate). Yields the product BrC1=C(C=CC=C1)NC(=O)NC1=C(C(=C(C=C1)Cl)S(=O)(=O)N1CCN(CC1)C(=O)OC(C)(C)C)O (N-(2-bromophenyl)-N′-[3-[[4-(tert-butoxycarbonyl)piperazin-1-yl]sulfonyl]-4-chloro-2-hydroxyphenyl] urea). Isolated yield 36.3%. RXN SMILES: NC(N)=O.[C:5]([O:9][C:10]([N:12]1[CH2:17][CH2:16][N:15]([S:18]([C:21]2[C:22]([OH:29])=[C:23]([CH:25]=[CH:26][C:27]=2[Cl:28])[NH2:24])(=[O:20])=[O:19])[CH2:14][CH2:13]1)=[O:11])([CH3:8])([CH3:7])[CH3:6].[Br:30][C:31]1[CH:36]=[CH:35][CH:34]=[CH:33][C:32]=1[N:37]=[C:38]=[O:39]>>[Br:30][C:31]1[CH:36]=[CH:35][CH:34]=[CH:33][C:32]=1[NH:37][C:38]([NH:24][C:23]1[CH:25]=[CH:26][C:27]([Cl:28])=[C:21]([S:18]([N:15]2[CH2:16][CH2:17][N:12]([C:10]([O:9][C:5]([CH3:8])([CH3:6])[CH3:7])=[O:11])[CH2:13][CH2:14]2)(=[O:19])=[O:20])[C:22]=1[OH:29])=[O:39]. Procedure: Following the general procedure for urea formation outlined in example 15, 3-[4-(tert-butoxycarbonyl)piperazin-1-yl]sulfonyl-4-chloro-2-hydroxyaniline (110 mg, 0.28 mmol) and 2-bromophenylisocyanate (67 mg, 0.34 mmol) were coupled to form the desired urea (60 mg, 36%). Element Analysis Theory: C 44.80%, H 4.44%, N 9.50%, Found: C 44.65%, H 4.15%, N 9.20%. Starting materials: CCCS(=O)c1ccc(C)c(Br)c1, C#Cc1cc(Cl)ccc1OCC(=O)OC, CCCS(=O)(=O)c1ccc(F)c(C#C[Si](C)(C)C)c1. Yields the product CCCS(=O)c1ccc(C)c(C#Cc2cc(Cl)ccc2OCC(=O)OC)c1. RXN SMILES: [Br:35][c:36]1[c:37]([CH3:47])[cH:38][cH:39][c:40]([S:42](=[O:43])[CH2:44][CH2:45][CH3:46])[cH:41]1.[Cl:20][c:21]1[cH:22][c:23]([C:33]#[CH:34])[c:24]([O:25][CH2:26][C:27](=[O:28])[O:29][CH3:30])[cH:31][cH:32]1.[F:1][c:2]1[cH:3][cH:4][c:5]([S:6]([CH2:7][CH2:8][CH3:9])(=[O:10])=[O:11])[cH:12][c:13]1[C:14]#[C:15][Si:16]([CH3:17])([CH3:18])[CH3:19]>>[Cl:20][c:21]1[cH:22][c:23]([C:33]#[C:34][c:36]2[c:37]([CH3:47])[cH:38][cH:39][c:40]([S:42](=[O:43])[CH2:44][CH2:45][CH3:46])[cH:41]2)[c:24]([O:25][CH2:26][C:27](=[O:28])[O:29][CH3:30])[cH:31][cH:32]1. Starting materials: C#CCCCCCCOS(=O)(=O)c1ccc(C)cc1, CC(C)=O, [I-], [Na+]. Yields the product C#CCCCCCCI. RXN SMILES: [CH2:1]([CH2:2][CH2:3][CH2:4][CH2:5][CH2:6][C:7]#[CH:8])[O:9][S:10]([c:11]1[cH:12][cH:13][c:14]([CH3:15])[cH:16][cH:17]1)(=[O:18])=[O:19].[CH3:22][C:23](=[O:24])[CH3:25].[I-:21].[Na+:20]>>[CH2:1]([CH2:2][CH2:3][CH2:4][CH2:5][CH2:6][C:7]#[CH:8])[I:21]. The reactants are Cl (HCl), [OH-].[Na+] (sodium hydroxide), C(C)(C)(C)O[C@H](C(=O)OC(C)C)C=1C(=NC(=C(C1N1CCC(CC1)C)C1=CC=C(C=C1)OCCC1=CC=C(C=C1)F)C)C ((S)-isopropyl 2-(tert-butoxy)-2-(5-(4-(4-fluorophenethoxy)phenyl)-2,6-dimethyl-4-(4-methylpiperidin-1-yl)pyridin-3-yl)acetate), [OH-].[Na+] (sodium hydroxide). Run in C(C)O (ethanol). Run at temperature 85 celsius, time 24 hour. Product: C(C)(C)(C)O[C@H](C(=O)O)C=1C(=NC(=C(C1N1CCC(CC1)C)C1=CC=C(C=C1)OCCC1=CC=C(C=C1)F)C)C ((S)-2-(tert-butoxy)-2-(5-(4-(4-fluorophenethoxy)phenyl)-2,6-dimethyl-4-(4-methylpiperidin-1-yl)pyridin-3-yl)acetic acid). Yield: 48.0%. Reaction SMILES: [OH-].[Na+].[C:3]([O:7][C@@H:8]([C:15]1[C:16]([CH3:45])=[N:17][C:18]([CH3:44])=[C:19]([C:28]2[CH:33]=[CH:32][C:31]([O:34][CH2:35][CH2:36][C:37]3[CH:42]=[CH:41][C:40]([F:43])=[CH:39][CH:38]=3)=[CH:30][CH:29]=2)[C:20]=1[N:21]1[CH2:26][CH2:25][CH:24]([CH3:27])[CH2:23][CH2:22]1)[C:9]([O:11]C(C)C)=[O:10])([CH3:6])([CH3:5])[CH3:4].Cl>C(O)C>[C:3]([O:7][C@@H:8]([C:15]1[C:16]([CH3:45])=[N:17][C:18]([CH3:44])=[C:19]([C:28]2[CH:29]=[CH:30][C:31]([O:34][CH2:35][CH2:36][C:37]3[CH:42]=[CH:41][C:40]([F:43])=[CH:39][CH:38]=3)=[CH:32][CH:33]=2)[C:20]=1[N:21]1[CH2:26][CH2:25][CH:24]([CH3:27])[CH2:23][CH2:22]1)[C:9]([OH:11])=[O:10])([CH3:6])([CH3:5])[CH3:4] |f:0.1|. Reported procedure: The 1.32 mL of 1M sodium hydroxide (52.8 mg, 1.32 mmol) was added to a (S)-isopropyl 2-(tert-butoxy)-2-(5-(4-(4-fluorophenethoxy)phenyl)-2,6-dimethyl-4-(4-methylpiperidin-1-yl)pyridin-3-yl)acetate (130 mg, 0.22 mmol) in ethanol (1 mL) and stirred for 24 h at 85° C. An additional 0.31 mL sodium hydroxide was added and the reaction was continued for 24 h. The reaction mixture was neutralized with 1N HCl solution, extracted with EtOAc, and the organic layer was washed with brine, and dried (MgSO4)....